From a dataset of the Open Reaction Database (ORD), a public repository of structured organic reaction records. describe an organic reaction: reactants, conditions, products, and yield Reactants: C[Si](C)(C)[N-][Si](C)(C)C.[Li+] (Lithium bis(trimethylsilyl)amide), FC1=CC=C(CN2C(CN(CC2)C(=O)NC)=O)C=C1 (4-(4-Fluorobenzyl)-N-methyl-3-oxopiperazine-1-carboxamide), C(C(=O)OCC)(=O)OCC (diethyl oxalate). Run in CN(C)C=O (DMF). Reaction conditions: temperature 0 celsius, time 1 hour. The product is FC1=CC=C(CN2C(C=3N(C(N(C(C3O)=O)C)=O)CC2)=O)C=C1 (2-(4-Fluorobenzyl)-9-hydroxy-7-methyl-3,4-dihydro-2H-pyrazino[1,2-c]pyrimidine-1,6,8(7H)-trione). Reaction SMILES: [F:1][C:2]1[CH:19]=[CH:18][C:5]([CH2:6][N:7]2[CH2:12][CH2:11][N:10]([C:13]([NH:15][CH3:16])=[O:14])[CH2:9][C:8]2=[O:17])=[CH:4][CH:3]=1.C[Si]([N-][Si](C)(C)C)(C)C.[Li+].[C:30]([O:37]CC)(=O)[C:31]([O:33]CC)=O>CN(C=O)C>[F:1][C:2]1[CH:3]=[CH:4][C:5]([CH2:6][N:7]2[CH2:12][CH2:11][N:10]3[C:13](=[O:14])[N:15]([CH3:16])[C:31](=[O:33])[C:30]([OH:37])=[C:9]3[C:8]2=[O:17])=[CH:18][CH:19]=1 |f:1.2|. Procedure details: 4-(4-Fluorobenzyl)-N-methyl-3-oxopiperazine-1-carboxamide (200 mg, 0.75 mmol) was dissolved in anhydrous DMF (1.5 mL) under nitrogen and chilled to 0° C. in an ice-water bath. Lithium bis(trimethylsilyl)amide (0.91 mL, 0.91 mmol, 1M solution in THF) was added dropwise and then diethyl oxalate (0.15 mL, 1.13 mmol) was immediately added. The reaction was allowed to warm to room temperature and stirred for one hour. The solvent was removed in vacuo and the residue partitioned between aqueous HCl an... Starting materials: CO, [Li+], COC(=O)c1cnc(N)nc1, [OH-], O. Yields the product Nc1ncc(C(=O)O)cn1. Reaction SMILES: [CH3:15][OH:16].[Li+:13].[NH2:1][c:2]1[n:3][cH:4][c:5]([C:8](=[O:9])[O:10][CH3:11])[cH:6][n:7]1.[OH-:14].[OH2:12]>>[NH2:1][c:2]1[n:3][cH:4][c:5]([C:8](=[O:9])[OH:10])[cH:6][n:7]1. Reactants: C[Si](C)(C)Cl (trimethylsilylchloride), C(CCC)[Li] (n-butyllithium), ClC=1C=C(C=O)C=CC1Cl (3,4-dichlorobenzaldehyde), BrC=1SC=CN1 (2-Bromothiazole), C(CCC)[Li] (n-butyllithium), C(O)([O-])=O.[Na+] (sodium hydrogen carbonate). Run in C(C)OCC (diethyl ether), C(C)OCC (diethyl ether), C(C)OCC (diethyl ether). Reaction conditions: temperature 0 celsius, time 30 minute. Yields the product ClC=1C=C(C=CC1Cl)C(O)C1=CN=CS1 (1-(3,4-Dichlorophenyl)-1-(5-thiazolyl)methanol). RXN SMILES: Br[C:2]1[S:3][CH:4]=[CH:5][N:6]=1.C([Li])CCC.C[Si](Cl)(C)C.[Cl:17][C:18]1[CH:19]=[C:20]([CH:23]=[CH:24][C:25]=1[Cl:26])[CH:21]=[O:22].C(=O)([O-])O.[Na+]>C(OCC)C>[Cl:17][C:18]1[CH:19]=[C:20]([CH:21]([C:4]2[S:3][CH:2]=[N:6][CH:5]=2)[OH:22])[CH:23]=[CH:24][C:25]=1[Cl:26] |f:4.5|. Reported procedure: 2-Bromothiazole (5 g) in dry diethyl ether (20 ml) was added dropwise to a stirred solution of n-butyllithium (1.6M in hexanes, 21 ml) in diethyl ether (20 ml) at -70° C. under an atmosphere of dry nitrogen. After 30 minutes, trimethylsilylchloride (3.9 ml) was added and the mixture was allowed to warm to 0° C. The mixture was then cooled to -70° C. and further n-butyllithium (21 ml) was added. The mixture was warmed to 0° C. and after 30 minutes was cooled again to -70° C. and 3,4-dichlorobenza... Reaction SMILES: [O:1]([C:8]1[CH:20]=[CH:19][CH:18]=[C:17]2[C:9]=1[C:10]1[C:11]([CH2:24][O:25][CH3:26])=[C:12]([C:21](O)=[O:22])[N:13]=[CH:14][C:15]=1[NH:16]2)[C:2]1[CH:7]=[CH:6][CH:5]=[CH:4][CH:3]=1.S(C1NC=CN=1)(C1[NH:30]C=CN=1)=O>O1CCCC1>[O:1]([C:8]1[CH:20]=[CH:19][CH:18]=[C:17]2[C:9]=1[C:10]1[C:11]([CH2:24][O:25][CH3:26])=[C:12]([C:21]([NH2:30])=[O:22])[N:13]=[CH:14][C:15]=1[NH:16]2)[C:2]1[CH:3]=[CH:4][CH:5]=[CH:6][CH:7]=1. Product: O(C1=CC=CC=C1)C1=C2C=3C(=C(N=CC3NC2=CC=C1)C(=O)N)COC (5-phenoxy-4-methoxymethyl-beta-carboline-3-carboxamide). Starting materials: O(C1=CC=CC=C1)C1=C2C=3C(=C(N=CC3NC2=CC=C1)C(=O)O)COC (5-phenoxy-4-methoxymethyl-beta-carboline-3-carboxylic acid), S(=O)(C=1NC=CN1)C=1NC=CN1 (thionyldiimidazole). Yield: 74.3%. Procedure: 2.7 g of 5-phenoxy-4-methoxymethyl-beta-carboline-3-carboxylic acid is added to a solution of 30 mmol of thionyldiimidazole in 150 ml of tetrahydrofuran. The reaction mixture is stirred for 5 hours and filtered. The filtrate is mixed with 12 ml of 25% NH3 in water, stirred overnight and concentrated in a vacuum to 50 ml. After addition of 100 ml of water, 2 g of the desired product is obtained as yellow crystals. Reaction conditions: time 5 hour. Solvent: O1CCCC1 (tetrahydrofuran). The product is CC1(CCN(CC1)C=1C2=C(N=CN1)NC=C2C)C(=O)NC2=CC(=CC=C2)C2=CN=CO2 (4-methyl-1-(5-methyl-7H-pyrrolo[23-d]pyrimidin-4-yl)-N-(3-(oxazol-5-yl)phenyl)piperidine-4-carboxamide). The reactants are ClC=1C2=C(N=CN1)NC=C2C (4-chloro-5-methyl-7H-pyrrolo[2,3-d]pyrimidine), C(C)(C)N(C(C)C)CC (N,N-diisopropylethylamine), Cl.CC1(CCNCC1)C(=O)NC1=CC(=CC=C1)C1=CN=CO1 (4-methyl-N-(3-(oxazol-5-yl)phenyl)piperidine-4-carboxamide hydrochloride). Reaction SMILES: Cl.[CH3:2][C:3]1([C:9]([NH:11][C:12]2[CH:17]=[CH:16][CH:15]=[C:14]([C:18]3[O:22][CH:21]=[N:20][CH:19]=3)[CH:13]=2)=[O:10])[CH2:8][CH2:7][NH:6][CH2:5][CH2:4]1.Cl[C:24]1[C:25]2[C:32]([CH3:33])=[CH:31][NH:30][C:26]=2[N:27]=[CH:28][N:29]=1.C(N(CC)C(C)C)(C)C>C(O)(C)C>[CH3:2][C:3]1([C:9]([NH:11][C:12]2[CH:17]=[CH:16][CH:15]=[C:14]([C:18]3[O:22][CH:21]=[N:20][CH:19]=3)[CH:13]=2)=[O:10])[CH2:4][CH2:5][N:6]([C:24]2[C:25]3[C:32]([CH3:33])=[CH:31][NH:30][C:26]=3[N:27]=[CH:28][N:29]=2)[CH2:7][CH2:8]1 |f:0.1|. Conditions: temperature 105 celsius. Solvent: C(C)(C)O (isopropanol). Procedure details: A pressure vessel was charged with a solution of 4-methyl-N-(3-(oxazol-5-yl)phenyl)piperidine-4-carboxamide hydrochloride from step B (51.9 mg, 0.17 mmol) and isopropanol (3 mL), and to this solution was added 4-chloro-5-methyl-7H-pyrrolo[2,3-d]pyrimidine (55.0 mg, 0.329 mmol) and N,N-diisopropylethylamine (297.9 mg, 0.40 mL, 2.31 mmol). The vessel was sealed, and the reaction was heated to 105° C. for 15 hours. The reaction was worked up by normal means, and the residue was purified by prep HPL... Starting materials: ClCCCl, CC(C)(C)OC(=O)N1CCC(n2c(=O)[nH]c3ncccc32)CC1, O=C(OO)c1cccc(Cl)c1. The product is CC(C)(C)OC(=O)N1CCC(n2c(=O)[nH]c3c2ccc[n+]3[O-])CC1. Reaction SMILES: [Cl:35][CH2:36][CH2:37][Cl:38].[O:1]=[c:2]1[n:3]([CH:11]2[CH2:12][CH2:13][N:14]([C:17](=[O:18])[O:19][C:20]([CH3:21])([CH3:22])[CH3:23])[CH2:15][CH2:16]2)[c:4]2[c:5]([n:6][cH:7][cH:8][cH:9]2)[nH:10]1.[OH:24][O:25][C:26]([c:27]1[cH:28][c:29]([Cl:30])[cH:31][cH:32][cH:33]1)=[O:34]>>[O:1]=[c:2]1[n:3]([CH:11]2[CH2:12][CH2:13][N:14]([C:17](=[O:18])[O:19][C:20]([CH3:21])([CH3:22])[CH3:23])[CH2:15][CH2:16]2)[c:4]2[c:5]([n+:6]([O-:24])[cH:7][cH:8][cH:9]2)[nH:10]1.